From a dataset of the Open Reaction Database (ORD), a public repository of structured organic reaction records. describe an organic reaction: reactants, conditions, products, and yield The reactants are COC(=O)c1nc(-c2ccc(Cl)c(Cl)c2)c(Br)nc1C(F)(F)F, O=C(NC1CCCCC1O)c1nc(-c2cccc(Cl)c2)c(Oc2ccccc2)nc1C(F)(F)F. Yields the product O=C(NC1CCCCC1O)c1nc(-c2ccc(Cl)c(Cl)c2)c(Oc2ccccc2)nc1C(F)(F)F. As a reaction SMILES: [CH3:35][O:36][C:37]([c:38]1[c:39]([C:40]([F:41])([F:42])[F:43])[n:44][c:45]([Br:46])[c:47](-[c:48]2[cH:49][cH:50][c:51]([Cl:56])[c:52]([Cl:53])[cH:54]2)[n:55]1)=[O:57].[OH:1][CH:2]1[CH:3]([NH:8][C:9](=[O:10])[c:11]2[n:12][c:13](-[c:28]3[cH:29][c:30]([Cl:34])[cH:31][cH:32][cH:33]3)[c:14]([O:21][c:22]3[cH:23][cH:24][cH:25][cH:26][cH:27]3)[n:15][c:16]2[C:17]([F:18])([F:19])[F:20])[CH2:4][CH2:5][CH2:6][CH2:7]1>>[OH:1][CH:2]1[CH:3]([NH:8][C:9](=[O:10])[c:11]2[n:12][c:13](-[c:28]3[cH:29][c:30]([Cl:34])[c:31]([Cl:56])[cH:32][cH:33]3)[c:14]([O:21][c:22]3[cH:23][cH:24][cH:25][cH:26][cH:27]3)[n:15][c:16]2[C:17]([F:18])([F:19])[F:20])[CH2:4][CH2:5][CH2:6][CH2:7]1. Reactants: C(=O)C1=CC=CC(=N1)NC(OC(C)(C)C)=O (tert-butyl (6-formylpyridin-2-yl)carbamate), [BH4-].[Na+] (NaBH4). The solvent is C1CCOC1 (THF). Run at temperature 0 celsius, time 1 hour. Yields the product OCC1=CC=CC(=N1)NC(OC(C)(C)C)=O (tert-butyl [6-(hydroxymethyl)pyridin-2-yl]carbamate). Yield: 73.3%. Reaction SMILES: [CH:1]([C:3]1[N:8]=[C:7]([NH:9][C:10](=[O:16])[O:11][C:12]([CH3:15])([CH3:14])[CH3:13])[CH:6]=[CH:5][CH:4]=1)=[O:2].[BH4-].[Na+]>C1COCC1>[OH:2][CH2:1][C:3]1[N:8]=[C:7]([NH:9][C:10](=[O:16])[O:11][C:12]([CH3:14])([CH3:13])[CH3:15])[CH:6]=[CH:5][CH:4]=1 |f:1.2|. Procedure: To a solution of tert-butyl (6-formylpyridin-2-yl)carbamate (13.46 g, 60.57 mmol, 1 eq.) in 200 ml of THF cooled dot 0° C. was added NaBH4 (2.29 g, 60.57 mmol, 1 eq.) portion wise. The reaction was stirred at 0° C. for 1 h and quenched with sat. aqueous NH4Cl. The aqueous layer was extracted with DCM and the organics were combined, dried over MgSO4 and concentrated. The crude residue was purified by chromatography on silica gel to give tert-butyl [6-(hydroxymethyl)pyridin-2-yl]carbamate (9.95 g,... The reactants are C1CCOC1, [Cl-], CCOC(=O)c1cc(CCCCCl)n(CCO)n1, [H-], CI, [NH4+], [Na+], O. Product: CCOC(=O)c1cc(CCCCCl)n(CCOC)n1. As a reaction SMILES: [CH2:25]1[O:26][CH2:27][CH2:28][CH2:29]1.[Cl-:23].[Cl:1][CH2:2][CH2:3][CH2:4][CH2:5][c:6]1[cH:7][c:8]([C:14](=[O:15])[O:16][CH2:17][CH3:18])[n:9][n:10]1[CH2:11][CH2:12][OH:13].[H-:21].[I:19][CH3:20].[NH4+:24].[Na+:22].[OH2:30]>>[Cl:1][CH2:2][CH2:3][CH2:4][CH2:5][c:6]1[cH:7][c:8]([C:14](=[O:15])[O:16][CH2:17][CH3:18])[n:9][n:10]1[CH2:11][CH2:12][O:13][CH3:20]. The reactants are C(C)NC(=O)OC=1C=C(C=C(C1)OC(NCC)=O)C(CBr)=O (3',5'-bis-(N-ethylcarbamoyloxy)-2-bromo acetophenone), C(C1=CC=CC=C1)NC(C)(C)C (N-benzyl-t-butylamine). The solvent is CC(=O)C (acetone). Product: Br.C(C1=CC=CC=C1)NC(C)(C)C (N-benzyl-t-butylamine hydrobromide). Isolated yield 78.3%. As a reaction SMILES: C(NC(OC1C=C(C(=O)C[Br:21])C=C(OC(=O)NCC)C=1)=O)C.[CH2:23]([NH:30][C:31]([CH3:34])([CH3:33])[CH3:32])[C:24]1[CH:29]=[CH:28][CH:27]=[CH:26][CH:25]=1>CC(C)=O>[BrH:21].[CH2:23]([NH:30][C:31]([CH3:34])([CH3:33])[CH3:32])[C:24]1[CH:29]=[CH:28][CH:27]=[CH:26][CH:25]=1 |f:3.4|. Procedure details: To a solution of 8.0 g of 3',5'-bis-(N-ethylcarbamoyloxy)-2-bromo acetophenone in 100 ml of acetone was added 7.0 g of N-benzyl-t-butylamine. The mixture was refluxed for 18 hours. The 4.1 g of N-benzyl-t-butylamine hydrobromide formed and precipitated during the reaction was filtered off and the filtrate was acidified with conc. HCl. The filtrate was now evaporated to dryness and the title compound was isolated by column chromatography on Silica gel 60 using (1) CHCl3 /ethanol (2:1), (2) ethano... Reactants: CCCC[N+](CCCC)(CCCC)CCCC.[F-] (TBAF), C(#CCC)[Si](C)(C)C (but-1-yn-1-yltrimethylsilane), C(#CCC)[Si](C)(C)C (but-1-yn-1-yltrimethylsilane), IC=1C=C2C=CN(C2=CC1)C(C)=O (1-(5-iodo-1H-indol-1-yl)ethanone). Reagents/catalysts: C=1C=CC(=CC1)[P](C=2C=CC=CC2)(C=3C=CC=CC3)[Pd]([P](C=4C=CC=CC4)(C=5C=CC=CC5)C=6C=CC=CC6)([P](C=7C=CC=CC7)(C=8C=CC=CC8)C=9C=CC=CC9)[P](C=1C=CC=CC1)(C=1C=CC=CC1)C=1C=CC=CC1 (Pd(PPh3)4), [Cu]I (CuI). The solvent is C(C)(=O)OCC (ethyl acetate). The product is C(#CCC)C=1C=C2C=CN(C2=CC1)C(C)=O (1-(5-(But-1-yn-1-yl)-1H-indol-1-yl)ethanone). The yield is 95.6%. Reaction SMILES: CCCC[N+](CCCC)(CCCC)CCCC.[F-].[C:19]([Si](C)(C)C)#[C:20][CH2:21][CH3:22].I[C:28]1[CH:29]=[C:30]2[C:34](=[CH:35][CH:36]=1)[N:33]([C:37](=[O:39])[CH3:38])[CH:32]=[CH:31]2>C(OCC)(=O)C.C1C=CC([P]([Pd]([P](C2C=CC=CC=2)(C2C=CC=CC=2)C2C=CC=CC=2)([P](C2C=CC=CC=2)(C2C=CC=CC=2)C2C=CC=CC=2)[P](C2C=CC=CC=2)(C2C=CC=CC=2)C2C=CC=CC=2)(C2C=CC=CC=2)C2C=CC=CC=2)=CC=1.[Cu]I>[C:19]([C:28]1[CH:29]=[C:30]2[C:34](=[CH:35][CH:36]=1)[N:33]([C:37](=[O:39])[CH3:38])[CH:32]=[CH:31]2)#[C:20][CH2:21][CH3:22] |f:0.1,^1:49,51,70,89|. Procedure: To a degassed (3× vacuum/nitrogen cycles) solution of TBAF (3.56 mL, 0.5 M THF, 1.78 mmol), but-1-yn-1-yltrimethylsilane (250 mg, 1.98 mmol; Intermediate 39) was added. The solution was stirred at rt for a few minutes before transferring into a reaction vessel containing 1-(5-iodo-1H-indol-1-yl)ethanone (254 mg, 089 mmol), Pd(PPh3)4 (203 mg, 0.18 mmol), and CuI (69 mg, 0.36 mmol). The reaction mixture was stirred at room temperature overnight, diluted with ethyl acetate (50 mL), washed (50 mL sa...